From a dataset of the Open Reaction Database (ORD), a public repository of structured organic reaction records. describe an organic reaction: reactants, conditions, products, and yield The reactants are C1(CC1)N1CC(C(C2=CC(=C(C=C12)F)F)=O)C(=O)O (1-cyclopropyl-6,7-difluoro-2,3-dihydro-4-oxoquinoline-3-carboxylic acid), C(C)(C)(C)OC(=O)NC1CNCC12CC2 (7-tert-Butoxycarbonylamino-5-azaspiro[2.4]heptane). Solvent: CS(=O)C (dimethyl sulfoxide). Reaction conditions: temperature 120 celsius. The product is C(C)(C)(C)OC(=O)NC1CN(CC12CC2)C2=C(C=C1C(C(=CN(C1=C2)C2CC2)C(=O)O)=O)F (7-(7-tert-butoxycarbonylamino-5-azaspiro[2.4]heptan-5-yl)-1-cyclopropyl-6-fluoro-1,4-dihydro-4-oxoquinoline-3-carboxylic acid), crude product. RXN SMILES: [CH:1]1([N:4]2[C:13]3[C:8](=[CH:9][C:10]([F:15])=[C:11](F)[CH:12]=3)[C:7](=[O:16])[CH:6]([C:17]([OH:19])=[O:18])[CH2:5]2)[CH2:3][CH2:2]1.[C:20]([O:24][C:25]([NH:27][CH:28]1[C:32]2([CH2:34][CH2:33]2)[CH2:31][NH:30][CH2:29]1)=[O:26])([CH3:23])([CH3:22])[CH3:21]>CS(C)=O>[C:20]([O:24][C:25]([NH:27][CH:28]1[C:32]2([CH2:33][CH2:34]2)[CH2:31][N:30]([C:11]2[CH:12]=[C:13]3[C:8]([C:7](=[O:16])[C:6]([C:17]([OH:19])=[O:18])=[CH:5][N:4]3[CH:1]3[CH2:3][CH2:2]3)=[CH:9][C:10]=2[F:15])[CH2:29]1)=[O:26])([CH3:23])([CH3:21])[CH3:22]. Procedure: 250 mg of 1-cyclopropyl-6,7-difluoro-2,3-dihydro-4-oxoquinoline-3-carboxylic acid and 250 mg of compound 11 were added to 4 ml of dimethyl sulfoxide and the mixture was heated at 120° C. for 2 hours. After cooling, the solvent was removed under reduced pressure and the residue was crystallized by the addition of ethanol. The crystals were collected by filtration. The procedure gave 7-(7-tert-butoxycarbonylamino-5-azaspiro[2.4]heptan-5-yl)-1-cyclopropyl-6-fluoro-1,4-dihydro-4-oxoquinoline-3-carbo... The reactants are [Li+].C[Si](C)(C)[N-][Si](C)(C)C (LHMDS), O=C1C(=C(N=C(N1)N1CCCCC1)C1=CC=C(C=C1)C)C(C(=O)OC)CCC (methyl 2-(6-oxo-2-(piperidin-1-yl)-4-p-tolyl-1,6-dihydropyrimidin-5-yl)pentanoate), [Cl-].[NH4+] (ammonium chloride), CI (methyl iodide). Solvent: CN(C)C=O (DMF). Run at time 5 minute. Yields the product CN1C(=NC(=C(C1=O)C(C(=O)OC)CCC)C1=CC=C(C=C1)C)N1CCCCC1 (methyl 2-(1-methyl-6-oxo-2-(piperidin-1-yl)-4-p-tolyl-1,6-dihydropyrimidin-5-yl)pentanoate). Reaction SMILES: [Li+].C[Si]([N-][Si](C)(C)C)(C)C.[O:11]=[C:12]1[NH:17][C:16]([N:18]2[CH2:23][CH2:22][CH2:21][CH2:20][CH2:19]2)=[N:15][C:14]([C:24]2[CH:29]=[CH:28][C:27]([CH3:30])=[CH:26][CH:25]=2)=[C:13]1[CH:31]([CH2:36][CH2:37][CH3:38])[C:32]([O:34][CH3:35])=[O:33].[CH3:39]I.[Cl-].[NH4+]>CN(C=O)C>[CH3:39][N:17]1[C:12](=[O:11])[C:13]([CH:31]([CH2:36][CH2:37][CH3:38])[C:32]([O:34][CH3:35])=[O:33])=[C:14]([C:24]2[CH:25]=[CH:26][C:27]([CH3:30])=[CH:28][CH:29]=2)[N:15]=[C:16]1[N:18]1[CH2:23][CH2:22][CH2:21][CH2:20][CH2:19]1 |f:0.1,4.5|. Procedure: LHMDS (1M in THF; 2 eq) is added to a cold (−10° C.) stirred solution of methyl 2-(6-oxo-2-(piperidin-1-yl)-4-p-tolyl-1,6-dihydropyrimidin-5-yl)pentanoate (1 eq) in dry DMF (2 mL/mmol of the limiting reagent). After stirring for 5 minutes, methyl iodide (2 eq) is added and the reaction mixture is stirred at room temperature for 18 hours. A saturated solution of ammonium chloride is then added and the aqueous layer is extracted with ethyl acetate. The organic layer is dried over magnesium sulphat... The reactants are CCOC(=O)c1ccc(C2=NOC(c3cc(Cl)cc(Cl)c3)(C(F)(F)F)C2)cc1OC, CCO, [Na+], [OH-], O. Product: COc1cc(C2=NOC(c3cc(Cl)cc(Cl)c3)(C(F)(F)F)C2)ccc1C(=O)O. RXN SMILES: [CH2:1]([CH3:2])[O:3][C:4]([c:5]1[c:6]([O:28][CH3:29])[cH:7][c:8]([C:11]2=[N:12][O:13][C:14]([C:16]([F:17])([F:18])[F:19])([c:20]3[cH:21][c:22]([Cl:27])[cH:23][c:24]([Cl:26])[cH:25]3)[CH2:15]2)[cH:9][cH:10]1)=[O:30].[CH3:33][CH2:34][OH:35].[Na+:32].[OH-:31].[OH2:36]>>[O:3]=[C:4]([c:5]1[c:6]([O:28][CH3:29])[cH:7][c:8]([C:11]2=[N:12][O:13][C:14]([C:16]([F:17])([F:18])[F:19])([c:20]3[cH:21][c:22]([Cl:27])[cH:23][c:24]([Cl:26])[cH:25]3)[CH2:15]2)[cH:9][cH:10]1)[OH:30]. The reactants are CC(=O)O[BH-](OC(C)=O)OC(C)=O, O=C([O-])O, CC(=O)O, ClCCCl, O=Cc1ccc(F)cc1, NCc1ccc2nc(NC3CCc4ccccc43)ccc2c1, [Na+], [Na+]. The product is Fc1ccc(CNCc2ccc3nc(NC4CCc5ccccc54)ccc3c2)cc1. Reaction SMILES: [C:36]([O:37][BH-:38]([O:39][C:40](=[O:41])[CH3:42])[O:43][C:44](=[O:45])[CH3:46])(=[O:47])[CH3:48].[C:50](=[O:51])([OH:52])[O-:53].[CH3:32][C:33](=[O:34])[OH:35].[Cl:55][CH2:56][CH2:57][Cl:58].[F:23][c:24]1[cH:25][cH:26][c:27]([CH:28]=[O:29])[cH:30][cH:31]1.[NH2:1][CH2:2][c:3]1[cH:4][c:5]2[cH:6][cH:7][c:8]([NH:13][CH:14]3[CH2:15][CH2:16][c:17]4[cH:18][cH:19][cH:20][cH:21][c:22]43)[n:9][c:10]2[cH:11][cH:12]1.[Na+:49].[Na+:54]>>[NH:1]([CH2:2][c:3]1[cH:4][c:5]2[cH:6][cH:7][c:8]([NH:13][CH:14]3[CH2:15][CH2:16][c:17]4[cH:18][cH:19][cH:20][cH:21][c:22]43)[n:9][c:10]2[cH:11][cH:12]1)[CH2:28][c:27]1[cH:26][cH:25][c:24]([F:23])[cH:31][cH:30]1.